Task: describe an organic reaction: reactants, conditions, products, and yield. Dataset: the Open Reaction Database (ORD), a public repository of structured organic reaction records Procedure: To a solution of compound 17 (1.38 g, 4.5 mmol) in THF (20 mL) at room temperature was CDI (0.80 g, 4.95 mmol) and the reaction was stirred at 80° C. for 6 hr. The mixture was cooled to room temperature and the solid formed was filtered, washed with diethyl ether to afford 0.99 g (72%) of compound 10 as an off-white foam. IR (KBr) νmax. cm−1: 3210, 3162 (NH), 3032 (Ar—H), 1691 (C═O), 1607, 1515, 1419 (C═C). 1H NMR (500 MHz, CDCl3) δ=1.47 (s, 9H, (CH3)3C); 3.06 (m, 4H, 2CH2); 3.52 (m, 4H, 2CH2); ... Reactants: NC1=C(C=C(C=C1)N1CCN(CC1)C(=O)OC(C)(C)C)CN (tert-Butyl 4-(4-amino-3-(aminomethyl)phenyl)piperazine-1-carboxylate), C1=CN(C=N1)C(=O)N2C=CN=C2 (CDI). The yield is 66.2%. Reaction conditions: temperature 80 celsius, time 6 hour. Yields the product O=C1NC2=CC=C(C=C2CN1)N1CCN(CC1)C(=O)OC(C)(C)C (tert-Butyl 4-(2-oxo-1,2,3,4-tetrahydroquinazolin-6-yl)piperazine-1-carboxylate). RXN SMILES: [NH2:1][C:2]1[CH:7]=[CH:6][C:5]([N:8]2[CH2:13][CH2:12][N:11]([C:14]([O:16][C:17]([CH3:20])([CH3:19])[CH3:18])=[O:15])[CH2:10][CH2:9]2)=[CH:4][C:3]=1[CH2:21][NH2:22].C1N=CN([C:28](N2C=NC=C2)=[O:29])C=1>C1COCC1>[O:29]=[C:28]1[NH:22][CH2:21][C:3]2[C:2](=[CH:7][CH:6]=[C:5]([N:8]3[CH2:13][CH2:12][N:11]([C:14]([O:16][C:17]([CH3:19])([CH3:18])[CH3:20])=[O:15])[CH2:10][CH2:9]3)[CH:4]=2)[NH:1]1. Solvent: C1CCOC1 (THF).